Dataset: the Open Reaction Database (ORD), a public repository of structured organic reaction records. Task: describe an organic reaction: reactants, conditions, products, and yield Starting materials: C1(=CC=CC2=CC=CC=C12)CC#N (1-naphthylacetonitrile), CI (methyl iodide), [H-].[Na+] (sodium hydride), CN(C)C=O (DMF), OS(=O)(=O)O (H2SO4). Solvent: C(C)(=O)OCC (ethyl acetate). Run at temperature 25 celsius, time 18 hour. The product is CC(C#N)(C)C1=CC=CC2=CC=CC=C12 (2-Methyl-2-(1-naphthyl)-propionitrile). RXN SMILES: [C:1]1([CH2:11][C:12]#N)[C:10]2[C:5](=[CH:6][CH:7]=[CH:8][CH:9]=2)[CH:4]=[CH:3][CH:2]=1.[CH3:14]I.[H-].[Na+].OS(O)(=O)=O.C[N:24]([CH:26]=O)C>C(OCC)(=O)C>[CH3:14][C:11]([C:1]1[C:10]2[C:5](=[CH:6][CH:7]=[CH:8][CH:9]=2)[CH:4]=[CH:3][CH:2]=1)([CH3:12])[C:26]#[N:24] |f:2.3|. Procedure: A solution of 16.7 g (100 mmol) of 1-naphthylacetonitrile in 200 m of DMF and 15 ml (240 mmol) of methyl iodide is mixed at 0° C. with 10.4 g (260 mmol) of sodium hydride (addition within 2.5 hours). The batch is stirred for 3 hours at 0° C. and for 18 hours at 25° C. It is mixed with ice and ethyl acetate. The organic phase is acidified with 10% H2SO4, washed three times with water, dried (Na2SO4) and concentrated by evaporation in a vacuum. A large-scale purification is carried out by bulb tub... Reactants: C(C)(C)(C)OC(=O)N1CCC(CC1)C=1SC=C(C1)C(=O)N1C2CC(CC(C1)(C2)C)(C)C (4-[4-(1,3,3-Trimethyl-6-aza-bicyclo[3.2.1]octane-6-carbonyl)-thiophen-2-yl]-piperidine-1 carboxylic acid tert-butyl ester), C(=O)(C(F)(F)F)O (TFA). The solvent is C(Cl)Cl (DCM). Yields the product N1CCC(CC1)C1=CC(=CS1)C(=O)N1C2CC(CC(C1)(C2)C)(C)C ((5-Piperidin-4-yl-thiophen-3-yl)-(1,3,3-trimethyl-6-aza-bicyclo[3.2.1]oct-6-yl)-methanone). Yield: 81.6%. RXN SMILES: C(OC([N:8]1[CH2:13][CH2:12][CH:11]([C:14]2[S:15][CH:16]=[C:17]([C:19]([N:21]3[CH2:27][C:26]4([CH3:29])[CH2:28][CH:22]3[CH2:23][C:24]([CH3:31])([CH3:30])[CH2:25]4)=[O:20])[CH:18]=2)[CH2:10][CH2:9]1)=O)(C)(C)C.C(O)(C(F)(F)F)=O>C(Cl)Cl>[NH:8]1[CH2:13][CH2:12][CH:11]([C:14]2[S:15][CH:16]=[C:17]([C:19]([N:21]3[CH2:27][C:26]4([CH3:29])[CH2:28][CH:22]3[CH2:23][C:24]([CH3:31])([CH3:30])[CH2:25]4)=[O:20])[CH:18]=2)[CH2:10][CH2:9]1. Reported procedure: 4-[4-(1,3,3-Trimethyl-6-aza-bicyclo[3.2.1]octane-6-carbonyl)-thiophen-2-yl]-piperidine-1 carboxylic acid tert-butyl ester [Enantiomer E] (0.06 g) was dissolved in DCM (2 mL) and TFA (1 mL) and the reaction stirred at room temperature for 2 hours. The solvent was evaporated and the residue product was purified by flash chromatography on a SCX-2 cartridge, washing with acetonitrile and then eluting with 2 M ammonia in methanol. The fractions containing the desired product were concentrated under v... Reactants: OC1=C(C=C(C(=O)O)C=C1)OC (4-hydroxy-3-methoxybenzoic acid), CN1CCN(CC1)CC1=CC=C(C(=O)NC2=CC(=C(C=C2)C)NC2=NC=CC(=N2)C=2C=NC=CC2)C=C1 (4-[(4-methyl-1-piperazinyl)methyl]-N-[4-methyl-3-[[4-(3-pyridinyl)-2-pyrimidinyl]amino]phenyl]-benzamide). Run in C(C)O (ethanol), C(C)O (ethanol). The product is CN1CCN(CC1)CC1=CC=C(C(=O)NC2=CC(=C(C=C2)C)NC2=NC=CC(=N2)C=2C=NC=CC2)C=C1 (4-[(4-methyl-1-piperazinyl)methyl]-N-[4-methyl-3-[[4-(3-pyridinyl)-2-pyrimidinyl]amino]phenyl]-benzamide), C(C1=CC(OC)=C(O)C=C1)(=O)[O-] (vanillate). Reaction SMILES: [OH:1][C:2]1[CH:10]=[CH:9][C:5]([C:6]([OH:8])=[O:7])=[CH:4][C:3]=1[O:11][CH3:12].[CH3:13][N:14]1[CH2:19][CH2:18][N:17]([CH2:20][C:21]2[CH:49]=[CH:48][C:24]([C:25]([NH:27][C:28]3[CH:33]=[CH:32][C:31]([CH3:34])=[C:30]([NH:35][C:36]4[N:41]=[C:40]([C:42]5[CH:43]=[N:44][CH:45]=[CH:46][CH:47]=5)[CH:39]=[CH:38][N:37]=4)[CH:29]=3)=[O:26])=[CH:23][CH:22]=2)[CH2:16][CH2:15]1>C(O)C>[CH3:13][N:14]1[CH2:19][CH2:18][N:17]([CH2:20][C:21]2[CH:22]=[CH:23][C:24]([C:25]([NH:27][C:28]3[CH:33]=[CH:32][C:31]([CH3:34])=[C:30]([NH:35][C:36]4[N:41]=[C:40]([C:42]5[CH:43]=[N:44][CH:45]=[CH:46][CH:47]=5)[CH:39]=[CH:38][N:37]=4)[CH:29]=3)=[O:26])=[CH:48][CH:49]=2)[CH2:16][CH2:15]1.[C:6]([O-:8])(=[O:7])[C:5]1[CH:9]=[CH:10][C:2]([OH:1])=[C:3]([O:11][CH3:12])[CH:4]=1. Reported procedure: A solution of 4-hydroxy-3-methoxybenzoic acid (vanillic acid; Fluka, Buchs, Switzerland; 694 mg, 4 mmol) in ethanol (50 mL) is added to a solution of 4-[(4-methyl-1-piperazinyl)methyl]-N-[4-methyl-3-[[4-(3-pyridinyl)-2-pyrimidinyl]amino]phenyl]-benzamide (1.975 g, 4 mmol) in hot ethanol (150 mL at 90° C.). The solution is evaporated to dryness under reduced pressure and the resulting residue is re-crystallized from ethanol-acetone. The product is filtered-off and dried to afford 4-[(4-methyl-1-p... Starting materials: ClC1=CC=C(C=C1)S(=O)(=O)N(CC1=C(C=C(C=C1)C(N)=NO)F)[C@@H](C(=O)N)CCC(F)(F)F ((R)-2-(4-Chloro-N-(2-fluoro-4-(N′-hydroxycarbamimidoyl)benzyl)-phenylsulfonamido)-5,5,5-trifluoropentanamide), FC(C(=O)O)(F)F (trifluoroacetic acid), C(C)#N (acetonitrile), C(OCC)(OCC)OCC (triethyl orthoformate). Run in O (water), CO (Methanol). Reaction conditions: temperature 45 celsius. Product: ClC1=CC=C(C=C1)S(=O)(=O)N([C@@H](C(=O)N)CCC(F)(F)F)CC1=C(C=C(C=C1)C1=NOC=N1)F ((2R)-2-[[(4-Chlorophenyl)sulfonyl][[2-fluoro-4-(1,2,4-oxadiazol-3-yl)phenyl]methyl]amino]-5,5,5-trifluoropentanamide). Isolated yield 90.0%. As a reaction SMILES: [Cl:1][C:2]1[CH:7]=[CH:6][C:5]([S:8]([N:11]([C@H:24]([CH2:28][CH2:29][C:30]([F:33])([F:32])[F:31])[C:25]([NH2:27])=[O:26])[CH2:12][C:13]2[CH:18]=[CH:17][C:16]([C:19](=[N:21][OH:22])[NH2:20])=[CH:15][C:14]=2[F:23])(=[O:10])=[O:9])=[CH:4][CH:3]=1.[C:34](#N)C.C(OCC)(OCC)OCC.FC(F)(F)C(O)=O>O.CO>[Cl:1][C:2]1[CH:7]=[CH:6][C:5]([S:8]([N:11]([CH2:12][C:13]2[CH:18]=[CH:17][C:16]([C:19]3[N:20]=[CH:34][O:22][N:21]=3)=[CH:15][C:14]=2[F:23])[C@H:24]([CH2:28][CH2:29][C:30]([F:32])([F:33])[F:31])[C:25]([NH2:27])=[O:26])(=[O:10])=[O:9])=[CH:4][CH:3]=1. Procedure: (R)-2-(4-Chloro-N-(2-fluoro-4-(N′-hydroxycarbamimidoyl)benzyl)-phenylsulfonamido)-5,5,5-trifluoropentanamide (246 g) was charged to a reactor followed by dry acetonitrile (509 mL), triethyl orthoformate (120 mL), and trifluoroacetic acid (7 mL). The solution was heated to 40-50° C. until the reaction was complete by HPLC (<0.15 relative AP starting material). Methanol (1.48 L) was charged in one portion, followed by water (1.034 L), keeping the batch at 45-50° C. The batch was then cooled to 15-... Starting materials: B1C2CCCC1CCC2 (9-BBN), C=CCCC (1-pentene), CC(=O)C1=CC=C(C=C1)Br (4-bromoacetophenone). The reagents and catalysts are C=1C=CC(=CC1)[P](C=2C=CC=CC2)(C=3C=CC=CC3)[Pd]([P](C=4C=CC=CC4)(C=5C=CC=CC5)C=6C=CC=CC6)([P](C=7C=CC=CC7)(C=8C=CC=CC8)C=9C=CC=CC9)[P](C=1C=CC=CC1)(C=1C=CC=CC1)C=1C=CC=CC1 (Pd(PPh3)4). Solvent: O1CCOCC1 (dioxane). Run at time 12 hour. Product: CCCC(C)CC(=O)C1=CC=CC=C1 (4-Pentylacetophenone). The yield is 71.6%. Reaction SMILES: B1C2CCCC1CCC2.[CH2:10]=[CH:11][CH2:12][CH2:13][CH3:14].[CH3:15][C:16]([C:18]1[CH:23]=[CH:22][C:21](Br)=[CH:20][CH:19]=1)=[O:17]>O1CCOCC1.C1C=CC([P]([Pd]([P](C2C=CC=CC=2)(C2C=CC=CC=2)C2C=CC=CC=2)([P](C2C=CC=CC=2)(C2C=CC=CC=2)C2C=CC=CC=2)[P](C2C=CC=CC=2)(C2C=CC=CC=2)C2C=CC=CC=2)(C2C=CC=CC=2)C2C=CC=CC=2)=CC=1>[CH3:10][CH2:11][CH2:12][CH:13]([CH2:15][C:16]([C:18]1[CH:23]=[CH:22][CH:21]=[CH:20][CH:19]=1)=[O:17])[CH3:14] |^1:34,36,55,74|. Procedure: To a solution of 9-BBN (0.5 M in THF) (90.0 ml, 45.0 mmol) at 23° C., 1-pentene (4.93 ml, 45.0 mmol) was added. After 12 h, the solution was diluted with anhydrous dioxane (150 ml) and then 4-bromoacetophenone (5.97 g, 30.0 mmol) K3PO4 (9.55 g, 45.0 mmol), Pd(PPh3)4 (0.867 g, 0.750 mmol) were added. After deoxygenating the solution with N2 for 20 min, the solution was refluxed for 12 h. After cooling to ambient temperature, 3N NaOH (40 ml) and 30% H2O2 (40 ml) were added dropwise followed by dil... The reactants are C1(CCC1)CN1C(C=C(C=C1)O)=O (1-(cyclobutylmethyl)-4-hydroxy-2(1H)-pyridinone), N1=CC=CC=C1 (pyridine), S(=O)(=O)(OC(SC)(SC)SC)OC (tris(methylthio)methyl methyl sulfate). Solvent: O1CCOCC1 (dioxane). Run at temperature 90 celsius, time 1.5 hour. Yields the product CSC(=C1C(N(C=CC1=O)CC1CCC1)=O)SC (3-[bis(methylsulfanyl)methylene]-1-(cyclobutylmethyl)-2,4(1H,3H)-pyridinedione). Isolated yield 50.0%. RXN SMILES: [CH:1]1([CH2:5][N:6]2[CH:11]=[CH:10][C:9]([OH:12])=[CH:8][C:7]2=[O:13])[CH2:4][CH2:3][CH2:2]1.N1C=CC=CC=1.S(OC)(O[C:24](SC)([S:27][CH3:28])[S:25][CH3:26])(=O)=O>O1CCOCC1>[CH3:26][S:25][C:24]([S:27][CH3:28])=[C:8]1[C:9](=[O:12])[CH:10]=[CH:11][N:6]([CH2:5][CH:1]2[CH2:2][CH2:3][CH2:4]2)[C:7]1=[O:13]. Procedure details: A solution of the product of Example 468B (0.244 g, 1.36 mmol) and pyridine (0.88 mL, 10.89 mmol) in dioxane (6 mL) was treated with excess tris(methylthio)methyl methyl sulfate (prepared using the procedures in Synthesis, 22-25, 1988; M. Barbero, S. Cadamuro, I. Degani, R. Fochi, A. Gatti, V. Regondi), stirred at 90° C. for 1.5 hours, and cooled to about 25° C. The reaction solution was decanted from the resulting solids and the solvent was removed under a stream of warm nitrogen. The residue w... Yields the product CC=1NC(=C(C(C1C(=O)OC(C)C)C1=CC(=CC=C1)[N+](=O)[O-])C(=O)OC\C=C\C1=CC=C(C=C1)CC=1NC=CN1)C (Isopropyl (E)-3-[4-(1-imidazolylmethyl)phenyl]-2-propen-1-yl 1,4-dihydro-2,6-dimethyl-4-(3-nitrophenyl)pyridine-3,5-dicarboxylate). Reported procedure: 360 mg (1 mM) of 1,4-dihydro-2,6-dimethyl-5-isopropyloxycarbonyl-4-(3- nitrophenyl)pyridine -3carboxylic acid together with 215 mg (1 mM) of (E)-3-{4-(1-imidazolylmethyl)phenyl}-2-propen-1-ol, 248 mg (1.2 mM) of dicyclohexylcarbodiimide and 134 mg (1.1 mM) of 4-N,N-dimethylaminopyridine were dissolved in 5 ml of toluene, while heating, and refluxed for six hours. The solution was cooled to room temperature, and the crystals produced were filtered off. The filtrate was washed with water and dried... As a reaction SMILES: [CH3:1][C:2]1[NH:3][C:4]([CH3:26])=[C:5]([C:20]([O:22][CH:23]([CH3:25])[CH3:24])=[O:21])[CH:6]([C:11]2[CH:16]=[CH:15][CH:14]=[C:13]([N+:17]([O-:19])=[O:18])[CH:12]=2)[C:7]=1[C:8]([OH:10])=[O:9].[NH:27]1[CH:31]=[CH:30][N:29]=[C:28]1[CH2:32][C:33]1[CH:38]=[CH:37][C:36](/[CH:39]=[CH:40]/[CH2:41]O)=[CH:35][CH:34]=1.C1(N=C=NC2CCCCC2)CCCCC1>C1(C)C=CC=CC=1>[CH3:26][C:4]1[NH:3][C:2]([CH3:1])=[C:7]([C:8]([O:10][CH2:41]/[CH:40]=[CH:39]/[C:36]2[CH:35]=[CH:34][C:33]([CH2:32][C:28]3[NH:29][CH:30]=[CH:31][N:27]=3)=[CH:38][CH:37]=2)=[O:9])[CH:6]([C:11]2[CH:16]=[CH:15][CH:14]=[C:13]([N+:17]([O-:19])=[O:18])[CH:12]=2)[C:5]=1[C:20]([O:22][CH:23]([CH3:24])[CH3:25])=[O:21]. The reactants are CC=1NC(=C(C(C1C(=O)O)C1=CC(=CC=C1)[N+](=O)[O-])C(=O)OC(C)C)C (1,4-dihydro-2,6-dimethyl-5-isopropyloxycarbonyl-4-(3- nitrophenyl)pyridine -3carboxylic acid), N1C(=NC=C1)CC1=CC=C(C=C1)/C=C/CO ((E)-3-{4-(1-imidazolylmethyl)phenyl}-2-propen-1-ol), C1(CCCCC1)N=C=NC1CCCCC1 (dicyclohexylcarbodiimide), 4-N,N-dimethylaminopyridine. Solvent: C1(=CC=CC=C1)C (toluene). The reactants are O=C([O-])[O-], CC(=O)[O-], CC(=O)[O-], CCOC(C)=O, CCC1c2nncn2-c2cnc(Cl)nc2N1C1CCCC1, [Cs+], [Cs+], CNC(=O)c1ccc(N)c(C(F)(F)F)c1, C1COCCO1, [Pd+2]. Product: CCC1c2nncn2-c2cnc(Nc3ccc(C(=O)NC)cc3C(F)(F)F)nc2N1C1CCCC1. As a reaction SMILES: [C:37](=[O:38])([O-:39])[O-:40].[C:55]([O-:56])(=[O:57])[CH3:58].[C:60]([O-:61])(=[O:62])[CH3:63].[CH3:49][CH2:50][O:51][C:52](=[O:53])[CH3:54].[Cl:1][c:2]1[n:3][c:4]2[c:9]([cH:10][n:11]1)-[n:8]1[c:7]([n:14][n:13][cH:12]1)[CH:6]([CH2:15][CH3:16])[N:5]2[CH:17]1[CH2:18][CH2:19][CH2:20][CH2:21]1.[Cs+:41].[Cs+:42].[NH2:22][c:23]1[c:24]([C:33]([F:34])([F:35])[F:36])[cH:25][c:26]([C:27](=[O:28])[NH:29][CH3:30])[cH:31][cH:32]1.[O:43]1[CH2:44][CH2:45][O:46][CH2:47][CH2:48]1.[Pd+2:59]>>[c:2]1([NH:22][c:23]2[c:24]([C:33]([F:34])([F:35])[F:36])[cH:25][c:26]([C:27](=[O:28])[NH:29][CH3:30])[cH:31][cH:32]2)[n:3][c:4]2[c:9]([cH:10][n:11]1)-[n:8]1[c:7]([n:14][n:13][cH:12]1)[CH:6]([CH2:15][CH3:16])[N:5]2[CH:17]1[CH2:18][CH2:19][CH2:20][CH2:21]1.